This data is from the Open Reaction Database (ORD), a public repository of structured organic reaction records. The task is: describe an organic reaction: reactants, conditions, products, and yield The reactants are C1CCOC1, [Li+], [OH-], O, O, COC(=O)c1ccc(OC(=O)C2CCCCC2c2ccccc2)cc1OC. Yields the product COc1cc(OC(=O)C2CCCCC2c2ccccc2)ccc1C(=O)O. As a reaction SMILES: [CH2:32]1[O:33][CH2:34][CH2:35][CH2:36]1.[Li+:30].[OH-:29].[OH2:28].[OH2:31].[c:1]1([CH:7]2[CH:8]([C:13](=[O:14])[O:15][c:16]3[cH:17][c:18]([O:26][CH3:27])[c:19]([C:20](=[O:21])[O:22][CH3:23])[cH:24][cH:25]3)[CH2:9][CH2:10][CH2:11][CH2:12]2)[cH:2][cH:3][cH:4][cH:5][cH:6]1>>[c:1]1([CH:7]2[CH:8]([C:13](=[O:14])[O:15][c:16]3[cH:17][c:18]([O:26][CH3:27])[c:19]([C:20](=[O:21])[OH:22])[cH:24][cH:25]3)[CH2:9][CH2:10][CH2:11][CH2:12]2)[cH:2][cH:3][cH:4][cH:5][cH:6]1. Procedure details: IPEA (0.5 mL), EDC (192 mg) and HOBT (135 mg) were added to a solution of 5-chloro-2-(3-methoxy-4-(4-methyl-1H-imidazol-1-yl)benzylidene)valeric acid trifluoroacetate (150 mg) and 1-(2-fluorophenyl)-1-methylethylamine (102 mg) in DMF (5 mL), and the reaction solution was stirred at room temperature for 3 hours. Water and ethyl acetate were added to the reaction solution and the organic layer was partitioned. The resulting organic layer was dried over anhydrous magnesium sulfate, and the solvent ... Product: FC1=C(C=CC=C1)C(C)(C)N1C(C(CCC1)=CC1=CC(=C(C=C1)N1C=NC(=C1)C)OC)=O (1-[1-(2-fluorophenyl)-1-methylethyl]-3-[3-methoxy-4-(4-methyl-1H-imidazol-1-yl)benzylidene]piperidin-2-one). As a reaction SMILES: [H-].[Na+].[F:3][C:4]1[CH:9]=[CH:8][CH:7]=[CH:6][C:5]=1[C:10]([NH:13][C:14](=[O:35])[C:15](=[CH:20][C:21]1[CH:26]=[CH:25][C:24]([N:27]2[CH:31]=[C:30]([CH3:32])[N:29]=[CH:28]2)=[C:23]([O:33][CH3:34])[CH:22]=1)[CH2:16][CH2:17][CH2:18]Cl)([CH3:12])[CH3:11].O.C(OCC)(=O)C>CN(C=O)C>[F:3][C:4]1[CH:9]=[CH:8][CH:7]=[CH:6][C:5]=1[C:10]([N:13]1[CH2:18][CH2:17][CH2:16][C:15](=[CH:20][C:21]2[CH:26]=[CH:25][C:24]([N:27]3[CH:31]=[C:30]([CH3:32])[N:29]=[CH:28]3)=[C:23]([O:33][CH3:34])[CH:22]=2)[C:14]1=[O:35])([CH3:12])[CH3:11] |f:0.1|. Solvent: CN(C)C=O (DMF). Starting materials: [H-].[Na+] (Sodium hydride), FC1=C(C=CC=C1)C(C)(C)NC(C(CCCCl)=CC1=CC(=C(C=C1)N1C=NC(=C1)C)OC)=O (5-chloro-2-(3-methoxy-4-(4-methyl-1H-imidazol-1-yl)benzylidene)valeric acid (1-(2-fluorophenyl)-1-methylethyl)amide), O (Water), C(C)(=O)OCC (ethyl acetate). Reaction conditions: time 20 minute. Reactants: O=C([O-])[O-], Cc1ccccc1, ClCc1ccc(Cl)cc1Cl, [I-], [K+], [K+], [K+], COC(=O)c1ccc(C(=O)OC)c(N)c1, O. Product: COC(=O)c1ccc(C(=O)OC)c(NCc2ccc(Cl)cc2Cl)c1. As a reaction SMILES: [C:28](=[O:29])([O-:30])[O-:31].[CH3:34][c:35]1[cH:36][cH:37][cH:38][cH:39][cH:40]1.[Cl:16][c:17]1[c:18]([CH2:19][Cl:20])[cH:21][cH:22][c:23]([Cl:25])[cH:24]1.[I-:27].[K+:26].[K+:32].[K+:33].[NH2:1][c:2]1[c:3]([C:4](=[O:5])[O:6][CH3:7])[cH:8][cH:9][c:10]([C:12](=[O:13])[O:14][CH3:15])[cH:11]1.[OH2:41]>>[NH:1]([c:2]1[c:3]([C:4](=[O:5])[O:6][CH3:7])[cH:8][cH:9][c:10]([C:12](=[O:13])[O:14][CH3:15])[cH:11]1)[CH2:19][c:18]1[c:17]([Cl:16])[cH:24][c:23]([Cl:25])[cH:22][cH:21]1.